This data is from the Open Reaction Database (ORD), a public repository of structured organic reaction records. The task is: describe an organic reaction: reactants, conditions, products, and yield Reactants: CC(=O)O[BH-](OC(C)=O)OC(C)=O, Cc1ccnc(C=O)c1, CC(=O)O, CC(Cl)Cl, O=C(NC1CCNCC1)C(O)(c1ccccc1)C1CCCC1, [Na+], [Na+], O=C([O-])O. Product: Cc1ccnc(CN2CCC(NC(=O)C(O)(c3ccccc3)C3CCCC3)CC2)c1. As a reaction SMILES: [C:32]([O:33][BH-:34]([O:35][C:36](=[O:37])[CH3:38])[O:39][C:40](=[O:41])[CH3:42])(=[O:43])[CH3:44].[CH3:1][c:2]1[cH:3][c:4]([CH:8]=[O:9])[n:5][cH:6][cH:7]1.[CH3:55][C:56](=[O:57])[OH:58].[Cl:51][CH:52]([Cl:53])[CH3:54].[NH:10]1[CH2:11][CH2:12][CH:13]([NH:16][C:17]([C:18]([c:19]2[cH:20][cH:21][cH:22][cH:23][cH:24]2)([OH:25])[CH:26]2[CH2:27][CH2:28][CH2:29][CH2:30]2)=[O:31])[CH2:14][CH2:15]1.[Na+:45].[Na+:46].[OH:47][C:48](=[O:49])[O-:50]>>[CH3:1][c:2]1[cH:3][c:4]([CH2:8][N:10]2[CH2:11][CH2:12][CH:13]([NH:16][C:17]([C:18]([c:19]3[cH:20][cH:21][cH:22][cH:23][cH:24]3)([OH:25])[CH:26]3[CH2:27][CH2:28][CH2:29][CH2:30]3)=[O:31])[CH2:14][CH2:15]2)[n:5][cH:6][cH:7]1. Run in ClCCl (dichloromethane). Yields the product Cl.NCCN1CC2=C(CC1)N=C(S2)C(=O)N[C@H]2[C@H](CCCC2)NC(=O)C=2NC1=CC=C(C=C1C2)Cl ((±)-cis-N1-[[5-(2-Aminoethyl)-4,5,6,7-tetrahydrothiazolo-[5,4-c]pyridin-2-yl]carbonyl]-N2-[(5-chloroindol-2-yl)carbonyl]-1,2-cyclohexanediamine hydrochloride). Reported procedure: (±)-cis-N1-[[5-[2-(tert-Butoxycarbonylamino)-ethyl]-4,5,6,7-tetrahydrothiazolo[5,4-c]pyridin-2-yl]carbonyl]-N2-[(5-chloroindol-2-yl)carbonyl]-1,2-cyclohexanediamine (450 mg) was dissolved in dichloromethane (5 ml), and a saturated ethanol solution (30 ml) of hydrochloric acid was added to stir the mixture at room temperature for 1 minute. The reaction mixture was concentrated under reduced pressure, ethyl acetate was added to the residue, and solids deposited were collected by filtration to obta... Run at time 1 minute. Reactants: C(C)O (ethanol), Cl (hydrochloric acid), C(C)(C)(C)OC(=O)NCCN1CC2=C(CC1)N=C(S2)C(=O)N[C@H]2[C@H](CCCC2)NC(=O)C=2NC1=CC=C(C=C1C2)Cl ((±)-cis-N1-[[5-[2-(tert-Butoxycarbonylamino)-ethyl]-4,5,6,7-tetrahydrothiazolo[5,4-c]pyridin-2-yl]carbonyl]-N2-[(5-chloroindol-2-yl)carbonyl]-1,2-cyclohexanediamine). Yield: 182.4%. RXN SMILES: C(OC([NH:8][CH2:9][CH2:10][N:11]1[CH2:16][CH2:15][C:14]2[N:17]=[C:18]([C:20]([NH:22][C@@H:23]3[CH2:28][CH2:27][CH2:26][CH2:25][C@@H:24]3[NH:29][C:30]([C:32]3[NH:33][C:34]4[C:39]([CH:40]=3)=[CH:38][C:37]([Cl:41])=[CH:36][CH:35]=4)=[O:31])=[O:21])[S:19][C:13]=2[CH2:12]1)=O)(C)(C)C.C(O)C.Cl>ClCCl>[ClH:41].[NH2:8][CH2:9][CH2:10][N:11]1[CH2:16][CH2:15][C:14]2[N:17]=[C:18]([C:20]([NH:22][C@@H:23]3[CH2:28][CH2:27][CH2:26][CH2:25][C@@H:24]3[NH:29][C:30]([C:32]3[NH:33][C:34]4[C:39]([CH:40]=3)=[CH:38][C:37]([Cl:41])=[CH:36][CH:35]=4)=[O:31])=[O:21])[S:19][C:13]=2[CH2:12]1 |f:4.5|. Reactants: COC(=O)C=1SC(=CC1I)C#CC(C)(C)C (5-(3,3-dimethyl-but-1-ynyl)-3-iodo-thiophene-2-carboxylic acid methyl ester), N,N-diethylenediamine, CN(N)C1=NC=CC=C1 (N-methyl-N-pyridin-2-yl-hydrazine), C(=O)([O-])[O-].[K+].[K+] (K2CO3). The reagents and catalysts are [Cu]I (CuI). The solvent is CN(C)C=O (DMF), C(C)(=O)OCC (ethyl acetate). Reaction conditions: temperature 80 celsius. Yields the product COC(=O)C=1SC(=CC1NN(C1=NC=CC=C1)C)C#CC(C)(C)C (5-(3,3-dimethyl-but-1-ynyl)-3-(N′-methyl-N′-pyridin-2-yl-hydrazino)-thiophene-2-carboxylic acid methyl ester). Yield: 50.0%. Reaction SMILES: [CH3:1][O:2][C:3]([C:5]1[S:6][C:7]([C:11]#[C:12][C:13]([CH3:16])([CH3:15])[CH3:14])=[CH:8][C:9]=1I)=[O:4].[CH3:17][N:18]([C:20]1[CH:25]=[CH:24][CH:23]=[CH:22][N:21]=1)[NH2:19].C([O-])([O-])=O.[K+].[K+]>CN(C=O)C.C(OCC)(=O)C.[Cu]I>[CH3:1][O:2][C:3]([C:5]1[S:6][C:7]([C:11]#[C:12][C:13]([CH3:16])([CH3:15])[CH3:14])=[CH:8][C:9]=1[NH:19][N:18]([CH3:17])[C:20]1[CH:25]=[CH:24][CH:23]=[CH:22][N:21]=1)=[O:4] |f:2.3.4|. Procedure: A mixture of 5-(3,3-dimethyl-but-1-ynyl)-3-iodo-thiophene-2-carboxylic acid methyl ester (0.100 g, 0.28 mmol), N,N-diethylenediamine (9 μL, 0.086 mmol), N-methyl-N-pyridin-2-yl-hydrazine (0.105 g, 0.86 mmol), CuI (0.01 g, 0.057 mmol), 4 Å ms (0.114 mg) and K2CO3 (0.118 g, 0.861 mmol) in DMF (3 mL) was heated to 80° C. for 16 h. The reaction was diluted with ethyl acetate, washed twice with 5% LiCl, concentrated and the crude material was purified by silica gel chromatography (0-20% EtOH in DCM) ... Reactants: ClC1=CC(=NC=C1C1(CCC1)O)C#N (4-chloro-5-(1-hydroxycyclobutyl)pyridine-2-carbonitrile), FC(CO)(F)F (2,2,2-Trifluoro-ethanol). The product is OC1(CCC1)C=1C(=CC(=NC1)C#N)OCC(F)(F)F (5-(1-hydroxycyclobutyl)-4-(2,2,2-trifluoroethoxy)pyridine-2-carbonitrile). RXN SMILES: Cl[C:2]1[C:7]([C:8]2([OH:12])[CH2:11][CH2:10][CH2:9]2)=[CH:6][N:5]=[C:4]([C:13]#[N:14])[CH:3]=1.[F:15][C:16]([F:20])([F:19])[CH2:17][OH:18]>>[OH:12][C:8]1([C:7]2[C:2]([O:18][CH2:17][C:16]([F:20])([F:19])[F:15])=[CH:3][C:4]([C:13]#[N:14])=[N:5][CH:6]=2)[CH2:11][CH2:10][CH2:9]1. Procedure: The title compound was synthesized in analogy to Example 123c, using 4-chloro-5-(1-hydroxycyclobutyl)pyridine-2-carbonitrile (Example 126b) and 2,2,2-Trifluoro-ethanol (CAN 75-89-8) as starting material and isolated (609 mg, 71%); MS (ESI, m/z): 273.4 (M+H+). Reactants: O=C(Cl)c1ccccc1, CCOC(C)=O, CCN(C(C)C)C(C)C, COC(=O)C1CN(c2nnc(Cl)c3ccccc23)CCN1, CN(C)C=O. Product: COC(=O)C1CN(c2nnc(Cl)c3ccccc23)CCN1C(=O)c1ccccc1. RXN SMILES: [C:22]([c:23]1[cH:24][cH:25][cH:26][cH:27][cH:28]1)(=[O:29])[Cl:30].[CH3:45][CH2:46][O:47][C:48](=[O:49])[CH3:50].[CH:36]([N:37]([CH2:38][CH3:39])[CH:40]([CH3:41])[CH3:42])([CH3:43])[CH3:44].[Cl:1][c:2]1[n:3][n:4][c:5]([N:12]2[CH2:13][CH:14]([C:18](=[O:19])[O:20][CH3:21])[NH:15][CH2:16][CH2:17]2)[c:6]2[cH:7][cH:8][cH:9][cH:10][c:11]12.[O:31]=[CH:32][N:33]([CH3:34])[CH3:35]>>[Cl:1][c:2]1[n:3][n:4][c:5]([N:12]2[CH2:13][CH:14]([C:18](=[O:19])[O:20][CH3:21])[N:15]([C:22]([c:23]3[cH:24][cH:25][cH:26][cH:27][cH:28]3)=[O:29])[CH2:16][CH2:17]2)[c:6]2[cH:7][cH:8][cH:9][cH:10][c:11]12. Starting materials: COC=1C=C(C=CC1NC(=O)NC1=C(C=CC=C1)C)CC(=O)O (3-methoxy-4-[N′-(2-methylphenyl)ureido]phenylacetic acid), N1[C@@H](CCC1)COC1=CC=C(C(=O)OC)C=C1 (methyl (S)-4-(2-pyrrolidinylmethoxy)benzoate), C(CCl)Cl (EDC), C=1C=CC2=C(C1)N=NN2O (HOBt). Reagents/catalysts: CN(C)C=1C=CN=CC1 (DMAP). Run in CN(C)C=O (DMF), CCOC(=O)C (EtOAc). Yields the product COC=1C=C(C=CC1NC(=O)NC1=C(C=CC=C1)C)CC(=O)N1[C@@H](CCC1)COC1=CC=C(C(=O)OC)C=C1 (methyl (S)-4-[1-[3-methoxy-4-[N′-(2-methylphenyl)ureido]phenylacetyl]-2-pyrrolidinylmethoxy]benzoate). Yield: 74.7%. As a reaction SMILES: [CH3:1][O:2][C:3]1[CH:4]=[C:5]([CH2:20][C:21]([OH:23])=O)[CH:6]=[CH:7][C:8]=1[NH:9][C:10]([NH:12][C:13]1[CH:18]=[CH:17][CH:16]=[CH:15][C:14]=1[CH3:19])=[O:11].[NH:24]1[CH2:28][CH2:27][CH2:26][C@H:25]1[CH2:29][O:30][C:31]1[CH:40]=[CH:39][C:34]([C:35]([O:37][CH3:38])=[O:36])=[CH:33][CH:32]=1.C(Cl)CCl.C1C=CC2N(O)N=NC=2C=1>CN(C1C=CN=CC=1)C.CN(C=O)C.CCOC(C)=O>[CH3:1][O:2][C:3]1[CH:4]=[C:5]([CH2:20][C:21]([N:24]2[CH2:28][CH2:27][CH2:26][C@H:25]2[CH2:29][O:30][C:31]2[CH:40]=[CH:39][C:34]([C:35]([O:37][CH3:38])=[O:36])=[CH:33][CH:32]=2)=[O:23])[CH:6]=[CH:7][C:8]=1[NH:9][C:10]([NH:12][C:13]1[CH:18]=[CH:17][CH:16]=[CH:15][C:14]=1[CH3:19])=[O:11]. Reported procedure: A mixture of 3-methoxy-4-[N′-(2-methylphenyl)ureido]phenylacetic acid (428 mg, 1.36 mmol), methyl (S)-4-(2-pyrrolidinylmethoxy)benzoate (330 mg, 1.40 mmol), EDC (312 mg, 1.63 mg), HOBt (220 mg, 1.63 mmol), and a catalytic amount of DMAP in DMF (15 mL) was stirred for 6 hr. The resulting mixture was diluted with EtOAc, washed with 0.5 N HCl, sat. NaHCO3, brine, and dried over MgSO4. The solvent was evaporated off in vacuo to give an oily residue, which was purified by column chromatography on sil... RXN SMILES: [CH3:18][C:19](=[O:20])[OH:21].[N:14](=[O:15])[O-:16].[NH2:1][c:2]1[cH:3][c:4](=[O:13])[n:5]([CH3:12])[c:6](=[O:11])[n:7]1[CH2:8][CH2:9][CH3:10].[Na+:17].[OH2:22]>>[NH2:1][c:2]1[c:3]([N:14]=[O:15])[c:4](=[O:13])[n:5]([CH3:12])[c:6](=[O:11])[n:7]1[CH2:8][CH2:9][CH3:10]. Yields the product CCCn1c(N)c(N=O)c(=O)n(C)c1=O. The reactants are CC(=O)O, O=N[O-], CCCn1c(N)cc(=O)n(C)c1=O, [Na+], O. Procedure details: 87.5 g of 2,4-dichlorobenzaldehyde are added slowly to a solution of 50 g of pinacolone in 200 ml of ethanol and 1 ml of sodium hydroxide solution (50% by weight), keeping the internal temperature at 30° C. or below. The mixture is stirred at 20° C. for 24 hours and then the precipitate is filtered off with suction and dried. 105.5 g (82%) of tert-butyl 2,4-dichlorostyryl ketone are obtained. Reaction conditions: temperature 20 celsius, time 24 hour. Starting materials: ClC1=C(C=O)C=CC(=C1)Cl (2,4-dichlorobenzaldehyde), CC(C(C)(C)C)=O (pinacolone). The yield is 82.2%. Product: ClC1=C(C=CC(=O)C(C)(C)C)C=CC(=C1)Cl (tert-butyl 2,4-dichlorostyryl ketone). The solvent is C(C)O (ethanol), [OH-].[Na+] (sodium hydroxide). As a reaction SMILES: [Cl:1][C:2]1[CH:9]=[C:8]([Cl:10])[CH:7]=[CH:6][C:3]=1[CH:4]=O.[CH3:11][C:12](=[O:17])[C:13]([CH3:16])([CH3:15])[CH3:14]>C(O)C.[OH-].[Na+]>[Cl:1][C:2]1[CH:9]=[C:8]([Cl:10])[CH:7]=[CH:6][C:3]=1[CH:4]=[CH:11][C:12]([C:13]([CH3:16])([CH3:15])[CH3:14])=[O:17] |f:3.4|. The reactants are CO, [K+], [OH-], O=C([O-])c1cccnc1C(=O)[O-]. The product is [K+], O=C([O-])c1ccccn1. RXN SMILES: [CH3:15][OH:16].[K+:14].[OH-:13].[n:1]1[c:2]([C:10](=[O:11])[O-:12])[c:3]([C:7]([O-:8])=[O:9])[cH:4][cH:5][cH:6]1>>[K+:14].[n:1]1[c:2]([C:10](=[O:11])[O-:12])[cH:3][cH:4][cH:5][cH:6]1. Starting materials: C(C1=CC=CC=C1)N (benzylamine), FC1=CC=C(N)C=C1 (4-fluoroaniline), CC=1N=C(SC1)N1C(N(CC1)CC1=CC=C(C(=O)O)C=C1)=O (4-((3-(4-methylthiazol-2-yl)-2-oxoimidazolidin-1-yl)methyl)benzoic acid). Product: FC1=CC=C(C=C1)NC(C1=CC=C(C=C1)CN1C(N(CC1)C=1SC=C(N1)C)=O)=O (N-(4-fluorophenyl)-4-((3-(4-methylthiazol-2-yl)-2-oxoimidazolidin-1-yl)methyl)benzamide). Isolated yield 16.0%. RXN SMILES: C(N)C1C=CC=CC=1.[F:9][C:10]1[CH:16]=[CH:15][C:13]([NH2:14])=[CH:12][CH:11]=1.[CH3:17][C:18]1[N:19]=[C:20]([N:23]2[CH2:27][CH2:26][N:25]([CH2:28][C:29]3[CH:37]=[CH:36][C:32]([C:33](O)=[O:34])=[CH:31][CH:30]=3)[C:24]2=[O:38])[S:21][CH:22]=1>>[F:9][C:10]1[CH:16]=[CH:15][C:13]([NH:14][C:33](=[O:34])[C:32]2[CH:36]=[CH:37][C:29]([CH2:28][N:25]3[CH2:26][CH2:27][N:23]([C:20]4[S:21][CH:22]=[C:18]([CH3:17])[N:19]=4)[C:24]3=[O:38])=[CH:30][CH:31]=2)=[CH:12][CH:11]=1. Procedure: Following the procedure as describe in Example 8, making variations as required to replace benzylamine with 4-fluoroaniline to react with 4-((3-(4-methylthiazol-2-yl)-2-oxoimidazolidin-1-yl)methyl)benzoic acid, the title compound was obtained as a white powder in 16% yield: mp 206-207° C. (ethyl acetate/hexanes); 1H NMR (300 MHz, CDCl3) δ 7.74 (d, J=7.2 Hz, 2H), 7.52-7.44 (m, 2H), 7.23 (d, J=7.2 Hz, 2H), 6.90-6.85 (m, 2H), 6.33 (s, 1H), 4.37 (s, 2H), 3.95-3.90 (m, 2H), 3.37-3.31 (m, 2H), 2.16 (s...